This data is from the Open Reaction Database (ORD), a public repository of structured organic reaction records. The task is: describe an organic reaction: reactants, conditions, products, and yield Conditions: temperature 50 celsius, time 1 hour. Reported procedure: A column of DOWEX 1×8 (50-100 mesh, Cl−) (approximately 10 g) was activated by passing through a aqueous saturated NaHCO3-solution (approximately 70 mL), followed by washing with H2O (100 mL) (until the pH of the eluent was neutral) and MeOH (40 mL). 3-(5-(1-(4-cyanophenyl)-1H-pyrazol-5-yl)-6-methyl-2-oxo-1-(3-(trifluoromethyl)phenyl)-1,2-dihydropyridine-3-carboxamido)-N,N,N-trimethylpropan-1-aminium acetate (300 mg, 0.48 mmol, Example 8) was dissolved in MeOH (2 mL) and the solution was allowed... As a reaction SMILES: C([O-])(O)=O.[Na+].C([O-])(=O)C.[C:10]([C:12]1[CH:17]=[CH:16][C:15]([N:18]2[C:22]([C:23]3[CH:24]=[C:25]([C:41]([NH:43][CH2:44][CH2:45][CH2:46][N+:47]([CH3:50])([CH3:49])[CH3:48])=[O:42])[C:26](=[O:40])[N:27]([C:30]4[CH:35]=[CH:34][CH:33]=[C:32]([C:36]([F:39])([F:38])[F:37])[CH:31]=4)[C:28]=3[CH3:29])=[CH:21][CH:20]=[N:19]2)=[CH:14][CH:13]=1)#[N:11].[C:51]1([S:57]([OH:60])(=[O:59])=[O:58])[CH:56]=[CH:55][CH:54]=[CH:53][CH:52]=1.C(OCC)C>CO>[C:51]1([S:57]([O-:60])(=[O:59])=[O:58])[CH:56]=[CH:55][CH:54]=[CH:53][CH:52]=1.[C:10]([C:12]1[CH:13]=[CH:14][C:15]([N:18]2[C:22]([C:23]3[CH:24]=[C:25]([C:41]([NH:43][CH2:44][CH2:45][CH2:46][N+:47]([CH3:49])([CH3:48])[CH3:50])=[O:42])[C:26](=[O:40])[N:27]([C:30]4[CH:35]=[CH:34][CH:33]=[C:32]([C:36]([F:39])([F:38])[F:37])[CH:31]=4)[C:28]=3[CH3:29])=[CH:21][CH:20]=[N:19]2)=[CH:16][CH:17]=1)#[N:11] |f:0.1,2.3,7.8|. Isolated yield 86.7%. Product: C1(=CC=CC=C1)S(=O)(=O)[O-].C(#N)C1=CC=C(C=C1)N1N=CC=C1C=1C=C(C(N(C1C)C1=CC(=CC=C1)C(F)(F)F)=O)C(=O)NCCC[N+](C)(C)C (3-(5-(1-(4-cyanophenyl)-1H-pyrazol-5-yl)-6-methyl-2-oxo-1-(3-(trifluoromethyl)phenyl)-1,2-dihydropyridine-3-carboxamido)-N,N,N-trimethylpropan-1-aminium benzenesulfonate). Reactants: C(=O)(O)[O-].[Na+] (NaHCO3), C(C)(=O)[O-].C(#N)C1=CC=C(C=C1)N1N=CC=C1C=1C=C(C(N(C1C)C1=CC(=CC=C1)C(F)(F)F)=O)C(=O)NCCC[N+](C)(C)C (3-(5-(1-(4-cyanophenyl)-1H-pyrazol-5-yl)-6-methyl-2-oxo-1-(3-(trifluoromethyl)phenyl)-1,2-dihydropyridine-3-carboxamido)-N,N,N-trimethylpropan-1-aminium acetate), C(C)OCC (Diethylether), C1(=CC=CC=C1)S(=O)(=O)O (Benzenesulfonic acid). The solvent is CO (MeOH), CO (MeOH).